From a dataset of the Open Reaction Database (ORD), a public repository of structured organic reaction records. describe an organic reaction: reactants, conditions, products, and yield The reactants are C#CCC1CCN(C(=O)Oc2ccc([N+](=O)[O-])cc2)CC1, Nc1nc(I)nc2c1ncn2C1OC(CO)C(O)C1O. Product: Nc1nc(C#CCC2CCN(C(=O)Oc3ccc([N+](=O)[O-])cc3)CC2)nc2c1ncn2C1OC(CO)C(O)C1O. As a reaction SMILES: [CH2:1]([C:2]#[CH:3])[CH:4]1[CH2:5][CH2:6][N:7]([C:10](=[O:11])[O:12][c:13]2[cH:14][cH:15][c:16]([N+:19](=[O:20])[O-:21])[cH:17][cH:18]2)[CH2:8][CH2:9]1.[I:22][c:23]1[n:24][c:25]([NH2:41])[c:26]2[n:27][cH:28][n:29]([CH:30]3[CH:31]([OH:32])[CH:33]([OH:34])[CH:35]([CH2:36][OH:37])[O:38]3)[c:39]2[n:40]1>>[CH2:1]([C:2]#[C:3][c:23]1[n:24][c:25]([NH2:41])[c:26]2[n:27][cH:28][n:29]([CH:30]3[CH:31]([OH:32])[CH:33]([OH:34])[CH:35]([CH2:36][OH:37])[O:38]3)[c:39]2[n:40]1)[CH:4]1[CH2:5][CH2:6][N:7]([C:10](=[O:11])[O:12][c:13]2[cH:14][cH:15][c:16]([N+:19](=[O:20])[O-:21])[cH:17][cH:18]2)[CH2:8][CH2:9]1. The reactants are COC1=CC=C(CCBr)C=C1 (4-methoxyphenethyl bromide), [Mg] (magnesium), [Br-].C(C1=CC=CC=C1)[N+]=1C=C2C=CC=NC2=CC1 (6-benzyl-[1,6]naphthyridin-6-ium bromide). Solvent: C1CCOC1 (THF). Run at time 30 minute. Product: C(C1=CC=CC=C1)N1C(C=2C=CC=NC2C=C1)CCC1=CC=C(C=C1)OC (6-Benzyl-5-[2-(4-methoxy-phenyl)-ethyl]-5,6-dihydro-[1,6]naphthyridine). Yield: 90.5%. As a reaction SMILES: [Mg].[CH3:2][O:3][C:4]1[CH:12]=[CH:11][C:7]([CH2:8][CH2:9]Br)=[CH:6][CH:5]=1.[Br-].[CH2:14]([N+:21]1[CH:22]=[C:23]2[C:28](=[CH:29][CH:30]=1)[N:27]=[CH:26][CH:25]=[CH:24]2)[C:15]1[CH:20]=[CH:19][CH:18]=[CH:17][CH:16]=1>C1COCC1>[CH2:14]([N:21]1[CH:30]=[CH:29][C:28]2[N:27]=[CH:26][CH:25]=[CH:24][C:23]=2[CH:22]1[CH2:9][CH2:8][C:7]1[CH:11]=[CH:12][C:4]([O:3][CH3:2])=[CH:5][CH:6]=1)[C:15]1[CH:16]=[CH:17][CH:18]=[CH:19][CH:20]=1 |f:2.3|. Procedure details: To a suspension of 581 mg (23.9 mmol) magnesium in 24 mL THF was added 5.3 g (23.9 mmol) 4-methoxyphenethyl bromide. The mixture was refluxed for 2 h and then cooled in an ice bath and 2.4 g (7.97 mmol) 6-benzyl-[1,6]naphthyridin-6-ium bromide (Chemical & Pharmaceutical Bulletin, 32(7), 2522-9; 1984) was added at once. The mixture was stirred at room temperature for 30 minutes, cooled to 0° C. and quenched with a 20% NH4Cl solution. The mixture was extracted with ethyl acetate. The combined extr... Reactants: COCCOC(=O)N=NC(=O)OCCOC (azodicarboxylic acid bis(2-methoxyethyl) ester), C[C@@H]1CC[C@H]([C@@H](C1)O)C(C)C (L-menthol), C1(=CC=CC=C1)P(C1=CC=CC=C1)C1=CC=CC=C1 (triphenylphosphine), [N+](=O)([O-])C1=CC=C(C(=O)O)C=C1 (4-nitrobenzoic acid). Run in O (Water), C1CCOC1 (THF), C1CCOC1 (THF). Run at time 17 hour. The product is [N+](=O)([O-])C1=CC=C(C(=O)O[C@@]2([C@@H](CC[C@H](C2)C)C(C)C)O)C=C1 ((1S,2S,5R)-1-(4-nitrobenzoyloxy)-2-isopropyl-5-methyl cyclohexanol), C1(CC(C(CC1)C(C)C)O)C (menthol). As a reaction SMILES: [CH3:1][C@H:2]1[CH2:7][C@@H:6]([OH:8])[C@H:5]([CH:9]([CH3:11])[CH3:10])[CH2:4][CH2:3]1.C1(P(C2C=CC=CC=2)C2C=CC=CC=2)C=CC=CC=1.[N+:31]([C:34]1[CH:42]=[CH:41][C:37]([C:38]([OH:40])=[O:39])=[CH:36][CH:35]=1)([O-:33])=[O:32].COCCOC(N=NC(OCCOC)=O)=O>C1COCC1.O>[N+:31]([C:34]1[CH:35]=[CH:36][C:37]([C:38]([O:40][C@@:6]2([OH:8])[CH2:7][C@H:2]([CH3:1])[CH2:3][CH2:4][C@H:5]2[CH:9]([CH3:11])[CH3:10])=[O:39])=[CH:41][CH:42]=1)([O-:33])=[O:32].[CH:2]1([CH3:1])[CH2:3][CH2:4][CH:5]([CH:9]([CH3:10])[CH3:11])[CH:6]([OH:8])[CH2:7]1. Procedure details: After L-menthol (300 mg, 1.92 mmol), triphenylphosphine (605 mg, 2.30 mmol), 4-nitrobenzoic acid (385 mg, 2.30 mmol), and THF (12 ml) were added to a 50 ml flask, azodicarboxylic acid bis(2-methoxyethyl) ester (540 mg, 2.30 mmol) dissolved in THF (6 ml) was added dropwise thereto at 20° C., and the reaction was allowed to proceed for 17 hours. Water (0.5 ml) was added, and concentration was carried out. Then, water (10 ml) was added to the solution, and extraction was carried out using diethyl e...